This data is from the Open Reaction Database (ORD), a public repository of structured organic reaction records. The task is: describe an organic reaction: reactants, conditions, products, and yield Starting materials: FC1=CC=C(C=C1)NCCC1=CC(=CC=C1)OC ((4-fluorophenyl){2-(3-methoxyphenyl)ethyl}amine), C(C1=CC=CC=C1)OC1=CC=C(C=C1)CC(=O)Cl (4-benzyloxyphenylacetyl chloride), carboxylic acid, C(C(=O)Cl)(=O)Cl (oxalyl chloride). The product is FC1=CC=C(C=C1)N(C(CC1=CC=C(C=C1)OCC1=CC=CC=C1)=O)CCC1=CC(=CC=C1)OC (N-(4-Fluorophenyl)-N-{2-(3-methoxyphenyl)ethyl}-2-{4-(phenylmethoxy)phenyl}acetamide), C(Cl)Cl (CH2Cl2). The yield is 387.7%. Reaction SMILES: [F:1][C:2]1[CH:7]=[CH:6][C:5]([NH:8][CH2:9][CH2:10][C:11]2[CH:16]=[CH:15][CH:14]=[C:13]([O:17][CH3:18])[CH:12]=2)=[CH:4][CH:3]=1.[CH2:19]([O:26][C:27]1[CH:32]=[CH:31][C:30]([CH2:33][C:34]([Cl:36])=[O:35])=[CH:29][CH:28]=1)[C:20]1[CH:25]=[CH:24][CH:23]=[CH:22][CH:21]=1.[C:37]([Cl:42])(=O)C(Cl)=O>>[F:1][C:2]1[CH:3]=[CH:4][C:5]([N:8]([CH2:9][CH2:10][C:11]2[CH:16]=[CH:15][CH:14]=[C:13]([O:17][CH3:18])[CH:12]=2)[C:34](=[O:35])[CH2:33][C:30]2[CH:31]=[CH:32][C:27]([O:26][CH2:19][C:20]3[CH:25]=[CH:24][CH:23]=[CH:22][CH:21]=3)=[CH:28][CH:29]=2)=[CH:6][CH:7]=1.[CH2:37]([Cl:42])[Cl:36]. Procedure details: The title compound was prepared as described in Example 1. C, using (4-fluorophenyl){2-(3-methoxyphenyl)ethyl}amine (14.2 g, 58 mmol) and 4-benzyloxyphenylacetyl chloride (15.1 g, 58 mmol) prepared from the corresponding carboxylic acid (14.0 g, 58 mmol) and oxalyl chloride (6.5 mL, 75 mmol) in CH2Cl2 (150 mL) (19.1 g, 70% yield): ES-MS (m/z) 470 [M+H]+. Run in O (water). Procedure: To a dry flask under nitrogen is added 3.1 g (64.6 mmol) of 50% sodium hydride in mineral oil. The sodium hydride is washed twice with hexanes, is suspended in 80 ml of dry dimethyl sulfoxide and then 14.3 g (65.0 mmol) of trimethylsulfoxonium iodide is added. The mixture is stirred at room temperature for several hours and then 11.8 g (64.7 mmol) of cyclododecanone is introduced. The mixture is allowed to stir overnight at room temperature and then is heated. for 1 hour at 50° C. The mixture is... Reaction SMILES: [H-].[Na+].[I-].[CH3:4][S+](C)(C)=O.[C:9]1(=[O:21])[CH2:20][CH2:19][CH2:18][CH2:17][CH2:16][CH2:15][CH2:14][CH2:13][CH2:12][CH2:11][CH2:10]1>O>[O:21]1[C:9]2([CH2:20][CH2:19][CH2:18][CH2:17][CH2:16][CH2:15][CH2:14][CH2:13][CH2:12][CH2:11][CH2:10]2)[CH2:4]1 |f:0.1,2.3|. Run at time 1 hour. The yield is 78.7%. Product: O1CC12CCCCCCCCCCC2 (1-Oxaspiro[2.11]tetradecane). Starting materials: [H-].[Na+] (sodium hydride), [I-].C[S+](=O)(C)C (trimethylsulfoxonium iodide), C1(CCCCCCCCCCC1)=O (cyclododecanone). Starting materials: C(C)OC(=O)C=1C(=C2C(=C(N1)C#N)N(C=C2Cl)CC2=CC(=CC=C2)F)OC(C)=O (4-acetoxy-3-chloro-7-cyano-1-(3-fluoro-benzyl)-1H-pyrrolo[2,3-c]pyridine-5-carboxylic acid ethyl ester), NCC(=O)O (glycine), C[O-].[Na+].CO (NaOMe HOMe). Yields the product ClC1=CN(C2=C(N=C(C(=C21)O)C(=O)NCC(=O)O)C#N)CC2=CC(=CC=C2)F ({[3-Chloro-7-cyano-1-(3-fluoro-benzyl)-4-hydroxy-1H-pyrrolo[2,3-c]pyridine-5-carbonyl]-amino}-acetic acid). Reaction SMILES: C(O[C:4]([C:6]1[C:7]([O:26]C(=O)C)=[C:8]2[C:16]([Cl:17])=[CH:15][N:14]([CH2:18][C:19]3[CH:24]=[CH:23][CH:22]=[C:21]([F:25])[CH:20]=3)[C:9]2=[C:10]([C:12]#[N:13])[N:11]=1)=[O:5])C.[NH2:30][CH2:31][C:32]([OH:34])=[O:33].C[O-].[Na+].CO>>[Cl:17][C:16]1[C:8]2[C:9](=[C:10]([C:12]#[N:13])[N:11]=[C:6]([C:4]([NH:30][CH2:31][C:32]([OH:34])=[O:33])=[O:5])[C:7]=2[OH:26])[N:14]([CH2:18][C:19]2[CH:24]=[CH:23][CH:22]=[C:21]([F:25])[CH:20]=2)[CH:15]=1 |f:2.3.4|. Procedure details: Prepared in analogy to that of Example 1(e) from 4-acetoxy-3-chloro-7-cyano-1-(3-fluoro-benzyl)-1H-pyrrolo[2,3-c]pyridine-5-carboxylic acid ethyl ester, glycine and NaOMe/HOMe. The title compound, ESI MS (m/z): 403 (M+H)+.